Dataset: the Open Reaction Database (ORD), a public repository of structured organic reaction records. Task: describe an organic reaction: reactants, conditions, products, and yield Starting materials: [OH-].[Na+] (sodium hydroxide), C(C)OC(C1=C(C=CC=C1)OCCCN(CC1=CC=NC=C1)CCC=1C=NC=CC1)=O (2-{3-[N-(2-pyridin-3-ylethyl)-N-(pyridin-4-ylmethyl)amino]propoxy}benzoic acid ethyl ester), Cl (Hydrochloric acid). Solvent: CO (methanol), CO (Methanol). Reaction conditions: time 8 hour. The product is N1=CC(=CC=C1)CCN(CC1=CC=NC=C1)CCCOC1=C(C(=O)O)C=CC=C1 (2-{3-[N-(2-pyridin-3-ylethyl)-N-(pyridin-4-ylmethyl)amino]propoxy}benzoic acid). The yield is 131.9%. As a reaction SMILES: [OH-].[Na+].C([O:5][C:6](=[O:33])[C:7]1[CH:12]=[CH:11][CH:10]=[CH:9][C:8]=1[O:13][CH2:14][CH2:15][CH2:16][N:17]([CH2:25][CH2:26][C:27]1[CH:28]=[N:29][CH:30]=[CH:31][CH:32]=1)[CH2:18][C:19]1[CH:24]=[CH:23][N:22]=[CH:21][CH:20]=1)C.Cl>CO>[N:29]1[CH:30]=[CH:31][CH:32]=[C:27]([CH2:26][CH2:25][N:17]([CH2:16][CH2:15][CH2:14][O:13][C:8]2[CH:9]=[CH:10][CH:11]=[CH:12][C:7]=2[C:6]([OH:33])=[O:5])[CH2:18][C:19]2[CH:24]=[CH:23][N:22]=[CH:21][CH:20]=2)[CH:28]=1 |f:0.1|. Procedure details: A 1N-sodium hydroxide aqueous solution(1.8 ml) was added to a methanol solution (3 ml) of 2-{3-[N-(2-pyridin-3-ylethyl)-N-(pyridin-4-ylmethyl)amino]propoxy}benzoic acid ethyl ester(372 mg). The mixture was stirred at room temperature overnight. 6N-Hydrochloric acid(0.3 ml) was added to the reaction mixture and condensed under reduced pressure. Methanol was added to the residue, and the generated insoluble matter was separated by filtration. The filtrate was condensed under reduced pressure to gi... Reactants: C1(CCCC1)CC(=O)Cl (2-cyclopentylacetyl chloride), N1CCC(CC1)O (piperidin-4-ol), NC1=CC=C(C(=O)OC)C=C1 (methyl 4-aminobenzoate). The product is OC1CCN(CC1)C(CC(C)C)=O (1-(4-hydroxypiperidin-1-yl)-3-methylbutan-1-one). As a reaction SMILES: [CH:1]1([CH2:6][C:7](Cl)=[O:8])[CH2:5]CC[CH2:2]1.[NH:10]1[CH2:15][CH2:14][CH:13]([OH:16])[CH2:12][CH2:11]1.NC1C=CC(C(OC)=O)=CC=1>>[OH:16][CH:13]1[CH2:14][CH2:15][N:10]([C:7](=[O:8])[CH2:6][CH:1]([CH3:2])[CH3:5])[CH2:11][CH2:12]1. Procedure: The title compound was prepared as described in Example 52A, substituting 3-methylbutanoyl chloride for 2-cyclopentylacetyl chloride and piperidin-4-ol for methyl 4-aminobenzoate. Starting materials: C1=CC=CC=2C3=CC=CC=C3C(C12)=O (9-fluorenone), C(C)=O (acetoaldehyde), azobenzenes, [N+](=O)([O-])C1=C(C=CC=C1)N=NC1=C(C=CC(=C1)C)O (2-nitro-2'-hydroxy-5'-methylazobenzene), [OH-].[Na+] (sodium hydroxide), resultant mixture, resultant mixture. The solvent is O (water), CO (methanol). Reaction conditions: temperature 65 celsius, time 6 hour. Yields the product OC1=C(C=C(C=C1)C)N1N=C2C(=[N+]1[O-])C=CC=C2 (2-(2-hydroxy-5-methylphenyl)benzotriazole-N-oxide). Reaction SMILES: [N+:1]([C:4]1[CH:9]=[CH:8][CH:7]=[CH:6][C:5]=1[N:10]=[N:11][C:12]1[CH:17]=[C:16]([CH3:18])[CH:15]=[CH:14][C:13]=1[OH:19])([O-])=[O:2].[OH-].[Na+].C1C2C(=O)C3C(=CC=CC=3)C=2C=CC=1.C(=O)C>O.CO>[OH:19][C:13]1[CH:14]=[CH:15][C:16]([CH3:18])=[CH:17][C:12]=1[N:11]1[N+:1]([O-:2])=[C:4]2[CH:9]=[CH:8][CH:7]=[CH:6][C:5]2=[N:10]1 |f:1.2|. Procedure: 2-nitro-2'-hydroxy-5'-methylazobenzene 12.9 g was added to a mixture of methanol 60 ml, water 30 ml and 97% sodium hydroxide 12.4 g, and the resultant mixture was stirred while raising temperature to 65° C. 9-fluorenone 1.2 g and then 90% acetoaldehyde 3.2 g were added to the mixture for 1 hour. The resultant mixture was then heated to the boiling point (75° C.), and was stirred at the boiling point (75° C.) for 6 hours, thus almost all of the azobenzenes having disappeared to produce 2-(2-hydro... The solvent is C(C)(=O)OCC (ethyl acetate). Starting materials: COC1=CC=C(CN2C(C3(CC(C2=O)C3)C3=CC=C(C=C3)[N+](=O)[O-])=O)C=C1 (3-(4-methoxybenzyl)-1-(4-nitrophenyl)-3-azabicyclo[3.1.1]heptane-2,4-dione), CCOCC (ether). Procedure: In a manner analogous to that described in Example 1a, 5.0 g of 3-(4-methoxybenzyl)-1-(4-nitrophenyl)-3-azabicyclo[3.1.1]heptane-2,4-dione are dissolved in 100 ml of ethyl acetate, hydrogenated in the presence of 1 g of 5% palladium-on-carbon and worked up. Melting point 147°-147.5° (from ether). As a reaction SMILES: [CH3:1][O:2][C:3]1[CH:27]=[CH:26][C:6]([CH2:7][N:8]2[C:13](=[O:14])[CH:12]3[CH2:15][C:10]([C:16]4[CH:21]=[CH:20][C:19]([N+:22]([O-])=O)=[CH:18][CH:17]=4)([CH2:11]3)[C:9]2=[O:25])=[CH:5][CH:4]=1.CCOCC>C(OCC)(=O)C.[Pd]>[NH2:22][C:19]1[CH:20]=[CH:21][C:16]([C:10]23[CH2:11][CH:12]([CH2:15]2)[C:13](=[O:14])[N:8]([CH2:7][C:6]2[CH:5]=[CH:4][C:3]([O:2][CH3:1])=[CH:27][CH:26]=2)[C:9]3=[O:25])=[CH:17][CH:18]=1. Yields the product NC1=CC=C(C=C1)C12C(N(C(C(C1)C2)=O)CC2=CC=C(C=C2)OC)=O (1-(4-aminophenyl)-3-(4-methoxybenzyl)-3-azabicyclo[3.1.1]heptane-2,4-dione). The reagents and catalysts are [Pd] (palladium-on-carbon). Starting materials: C(CCC)N1C(=NC=C1)C1OCCO1 (1-butyl-2-(1,3-dioxolan-2-yl)imidazole), C(C1=CC=CC=C1)Br (benzyl bromide). Reaction conditions: time 24 hour. The product is [Br-].C(C1=CC=CC=C1)N1C(=[N+](C=C1)CCCC)C1OCCO1 (3-benzyl-2-(1,3-dioxolan-2-yl)-1-butyl-imidazolium bromide). The yield is 92.4%. RXN SMILES: [CH2:1]([N:5]1[CH:9]=[CH:8][N:7]=[C:6]1[CH:10]1[O:14][CH2:13][CH2:12][O:11]1)[CH2:2][CH2:3][CH3:4].[CH2:15]([Br:22])[C:16]1[CH:21]=[CH:20][CH:19]=[CH:18][CH:17]=1>>[Br-:22].[CH2:15]([N:7]1[CH:8]=[CH:9][N+:5]([CH2:1][CH2:2][CH2:3][CH3:4])=[C:6]1[CH:10]1[O:11][CH2:12][CH2:13][O:14]1)[C:16]1[CH:21]=[CH:20][CH:19]=[CH:18][CH:17]=1 |f:2.3|. Reported procedure: A reaction mixture of 19.3 g (104 mmol) of 1-butyl-2-(1,3-dioxolan-2-yl)imidazole and 17.75 g (104 mmol) of benzyl bromide was stirred at room temperature for 24 h. The mixture was triturated with ethyl aceate, decanted and dried to afford 35.3 g of 3-benzyl-2-(1,3-dioxolan-2-yl)-1-butyl-imidazolium bromide (Formula VI: A=1-butylimidazole; Y=2-(1,3-dioxolan-2-yl); R1 =R6 =H; Z- =Br-).